Dataset: the Open Reaction Database (ORD), a public repository of structured organic reaction records. Task: describe an organic reaction: reactants, conditions, products, and yield Reactants: O=C([O-])[O-], CN(C)C=O, [Cl-], Oc1c(F)cc(F)cc1Cl, CC#CCOc1cc(Cl)ncn1, [K+], [K+], [NH4+]. The product is CC#CCOc1cc(Oc2c(F)cc(F)cc2Cl)ncn1. RXN SMILES: [C:13](=[O:14])([O-:15])[O-:16].[CH3:31][N:32]([CH3:33])[CH:34]=[O:35].[Cl-:29].[Cl:19][c:20]1[c:21]([OH:28])[c:22]([F:27])[cH:23][c:24]([F:26])[cH:25]1.[Cl:1][c:2]1[n:3][cH:4][n:5][c:6]([O:8][CH2:9][C:10]#[C:11][CH3:12])[cH:7]1.[K+:17].[K+:18].[NH4+:30]>>[c:2]1([O:28][c:21]2[c:20]([Cl:19])[cH:25][c:24]([F:26])[cH:23][c:22]2[F:27])[n:3][cH:4][n:5][c:6]([O:8][CH2:9][C:10]#[C:11][CH3:12])[cH:7]1. The reactants are C(#N)C1=C(C=CC=C1)S(=O)(=O)Cl (2-cyanobenzene-1-sulfonyl chloride), N1CCCCCC1 (azepane), Cl.NCC1=C(C=CC=C1)S(=O)(=O)N(C)C(C)(C)C (2-(aminomethyl)-N-tert-butyl-N-methylbenzenesulfonamide hydrochloride salt). The product is Cl.N1(CCCCCC1)S(=O)(=O)C1=C(C=CC=C1)CN ((2-(Azepan-1-ylsulfonyl)phenyl)methanamine hydrochloride salt). RXN SMILES: [C:1]([C:3]1[CH:8]=[CH:7][CH:6]=[CH:5][C:4]=1[S:9]([Cl:12])(=[O:11])=[O:10])#[N:2].[NH:13]1[CH2:19][CH2:18][CH2:17][CH2:16][CH2:15][CH2:14]1.Cl.NCC1C=CC=CC=1S(N(C(C)(C)C)C)(=O)=O>>[ClH:12].[N:13]1([S:9]([C:4]2[CH:5]=[CH:6][CH:7]=[CH:8][C:3]=2[CH2:1][NH2:2])(=[O:11])=[O:10])[CH2:19][CH2:18][CH2:17][CH2:16][CH2:15][CH2:14]1 |f:2.3,4.5|. Procedure details: A (125 mg) was prepared in two steps from 2-cyanobenzene-1-sulfonyl chloride (100 mg) and azepane in 82% overall yield following procedures analogous to those used in the preparation of 2-(aminomethyl)-N-tert-butyl-N-methylbenzenesulfonamide hydrochloride salt. LC-MS: 269.25 (M+H)+. The solvent is O (water). As a reaction SMILES: Cl[C:2]([C:4]1[CH:17]=[CH:16][C:7]([O:8][CH2:9][C:10]2[CH:15]=[CH:14][CH:13]=[CH:12][CH:11]=2)=[CH:6][CH:5]=1)=[O:3].[CH3:18][CH:19]([OH:21])[CH3:20].N1C=CC=CC=1.C1(C)C(C)=CC=CC=1>O>[CH:19]([O:21][C:2]([C:4]1[CH:17]=[CH:16][C:7]([O:8][CH2:9][C:10]2[CH:15]=[CH:14][CH:13]=[CH:12][CH:11]=2)=[CH:6][CH:5]=1)=[O:3])([CH3:20])[CH3:18]. Procedure details: A mixture of 4-chlorocarbonylphenoxy phenyl methane (12.3g.; 0.05 mole), propan-2-ol (3.6g.; 0.6 mole), pyridine (5g) and xylene (50ml) were boiled under reflux for 18hr. The cooled mixture was poured into water and extracted with dichloromethane. The organic extract was washed well with water and dried (anhyd. MgSO4), filtration and evaporation yielded 4-isopropoxycarbonylphenoxy phenyl methane, m.p. 62°-3° C. Starting materials: ClC(=O)C1=CC=C(OCC2=CC=CC=C2)C=C1 (4-chlorocarbonylphenoxy phenyl methane), CC(C)O (propan-2-ol), N1=CC=CC=C1 (pyridine), C=1(C(=CC=CC1)C)C (xylene). The product is C(C)(C)OC(=O)C1=CC=C(OCC2=CC=CC=C2)C=C1 (4-isopropoxycarbonylphenoxy phenyl methane).